Dataset: the Open Reaction Database (ORD), a public repository of structured organic reaction records. Task: describe an organic reaction: reactants, conditions, products, and yield Starting materials: NC1=CC=C(CC=2NC(C3=C(N2)C(=NN3C)CCC)=O)C=C1 (5-(4-aminobenzyl)-1-methyl-3-propyl-6,7-dihydro-1H-pyrazolo[4,3-d]pyrimidin-7-one), C(=O)NNC=O (1,2-diformylhydrazine). Run in ClCCl (dichloromethane). Reaction conditions: temperature 200 celsius, time 55 minute. Yields the product N=1N=CN(C1)C1=CC=C(CC=2NC(C3=C(N2)C(=NN3C)CCC)=O)C=C1 (5-[4-(4H-1,2,4-triazol-4-yl)benzyl]-1-methyl-3-propyl-6,7-dihydro-1H-pyrazolo[4,3-d]pyrimidin-7-one). The yield is 34.3%. Reaction SMILES: [NH2:1][C:2]1[CH:22]=[CH:21][C:5]([CH2:6][C:7]2[NH:8][C:9](=[O:20])[C:10]3[N:15]([CH3:16])[N:14]=[C:13]([CH2:17][CH2:18][CH3:19])[C:11]=3[N:12]=2)=[CH:4][CH:3]=1.[CH:23]([NH:25][NH:26][CH:27]=O)=O>ClCCl>[N:25]1[N:26]=[CH:27][N:1]([C:2]2[CH:22]=[CH:21][C:5]([CH2:6][C:7]3[NH:8][C:9](=[O:20])[C:10]4[N:15]([CH3:16])[N:14]=[C:13]([CH2:17][CH2:18][CH3:19])[C:11]=4[N:12]=3)=[CH:4][CH:3]=2)[CH:23]=1. Procedure: A mixture of 5-(4-aminobenzyl)-1-methyl-3-propyl-6,7-dihydro-1H-pyrazolo[4,3-d]pyrimidin-7-one (297 mg, 0.0010 mol) and 1,2-diformylhydrazine (101 mg, 0.00115 mol) was heated to 200° C. The resulting melt was then stirred under a nitrogen atmosphere at this temperature for 55 minutes. On cooling, the solid was dissolved in dichloromethane:methanol, pre-absorbed onto silica and purified by flash column chromatography eluting with a solvent gradient of dichloromethane:methanol (99:1 to 96:4 by vol...